From a dataset of the Open Reaction Database (ORD), a public repository of structured organic reaction records. describe an organic reaction: reactants, conditions, products, and yield Starting materials: BrC(C(=O)OCC)CCCCCC(F)(F)F (ethyl 2-bromo-8,8,8-trifluorooctanoate), [N+](=O)([O-])C=1N=CNC1 (4-Nitroimidazole), [H-].[Na+] (sodium hydride), ester. The solvent is CO (methanol). Product: [OH-].[Na+] (NaOH), [N+](=O)([O-])C=1N=CN(C1)C(C(=O)O)CCCCCC(F)(F)F (2-(4-nitro-1H-imidazol-1-yl)-8,8,8-trifluorooctanoic acid). Reaction SMILES: [N+:1]([C:4]1[N:5]=[CH:6][NH:7][CH:8]=1)([O-:3])=[O:2].[H-].[Na+:10].Br[CH:12]([CH2:18][CH2:19][CH2:20][CH2:21][CH2:22][C:23]([F:26])([F:25])[F:24])[C:13]([O:15]CC)=[O:14]>CO>[OH-:2].[Na+:10].[N+:1]([C:4]1[N:5]=[CH:6][N:7]([CH:12]([CH2:18][CH2:19][CH2:20][CH2:21][CH2:22][C:23]([F:24])([F:26])[F:25])[C:13]([OH:15])=[O:14])[CH:8]=1)([O-:3])=[O:2] |f:1.2,5.6|. Procedure details: 4-Nitroimidazole (43 mmoles, 4.86 g) was reacted with sodium hydride(43 moles, 1.72 g) and then ethyl 2-bromo-8,8,8-trifluorooctanoate (43 moles, 13.2 g) as in Example 1. The ester was hydrolyzed in 10 ml methanol and 30 ml 2N NaOH to yield a quantitative yield of 2-(4-nitro-1H-imidazol-1-yl)-8,8,8-trifluorooctanoic acid. (NMR) Starting materials: CN(C=O)C (N,N-dimethylformamide), IC1=NC=C(C=C1)OCCC (2-iodo-5-propoxypyridine), C1CCOC1 (THF), C(C)(C)(C)[Li] (tert-butyl lithium). Solvent: O (water), C(C)(=O)OCC (ethyl acetate). Run at temperature -78 celsius, time 5 minute. Product: C(CC)OC=1C=CC(=NC1)C=O (5-propoxypyridine-2-carboxaldehyde). RXN SMILES: I[C:2]1[CH:7]=[CH:6][C:5]([O:8][CH2:9][CH2:10][CH3:11])=[CH:4][N:3]=1.C1C[O:15][CH2:14]C1.C([Li])(C)(C)C.CN(C)C=O>O.C(OCC)(=O)C>[CH2:9]([O:8][C:5]1[CH:6]=[CH:7][C:2]([CH:14]=[O:15])=[N:3][CH:4]=1)[CH2:10][CH3:11]. Procedure details: A mixture comprising 2-iodo-5-propoxypyridine (0.27 g, 1 mmol) and THF (10 mL) was cooled to -78° C. and then tert-butyl lithium (1.3 mL, 1.7 M in pentane, 2.1 mmol) was added dropwise to give an orange slurry. The slurry was cooled to -78° C. and stirred for 5 minutes and then anhydrous N,N-dimethylformamide (0.4 mL, 5 mmol) was added dropwise. The mixture was allowed to warm to ambient temperature, stirred 20 minutes and then poured into a mixture comprising ethyl acetate and water. The mixtur...